From a dataset of the Open Reaction Database (ORD), a public repository of structured organic reaction records. describe an organic reaction: reactants, conditions, products, and yield The reactants are C(O)([O-])=O.[Na+] (sodium hydrogen carbonate), CC(=O)OI1(C=2C=CC=CC2C(=O)O1)(OC(=O)C)OC(=O)C (Dess-Martin periodinane), C(C)(C)(C)OC(N[C@H]1CO[C@@H](CC1)CCO)=O ((3R,6S)-[6-(2-hydroxy-ethyl)-tetrahydro-pyran-3-yl]-carbamic acid tert-butyl ester), S(=S)(=O)([O-])[O-].[Na+].[Na+] (sodium thiosulfate). RXN SMILES: CC(OI1(OC(C)=O)(OC(C)=O)OC(=O)C2C=CC=CC1=2)=O.[C:23]([O:27][C:28](=[O:39])[NH:29][C@@H:30]1[CH2:35][CH2:34][C@@H:33]([CH2:36][CH2:37][OH:38])[O:32][CH2:31]1)([CH3:26])([CH3:25])[CH3:24].S([O-])([O-])(=O)=S.[Na+].[Na+].C(=O)([O-])O.[Na+]>ClCCl.C(OCC)(=O)C.CCCCCC>[C:23]([O:27][C:28](=[O:39])[NH:29][C@@H:30]1[CH2:35][CH2:34][C@@H:33]([CH2:36][CH:37]=[O:38])[O:32][CH2:31]1)([CH3:26])([CH3:24])[CH3:25] |f:2.3.4,5.6|. The product is C(C)(C)(C)OC(N[C@H]1CO[C@@H](CC1)CC=O)=O ((3R,6S)-[6-(2-oxo-ethyl)-tetrahydro-pyran-3-yl]-carbamic acid tert-butyl ester). Procedure: Dess-Martin periodinane (162 mg, 0.38 mmol, 2.0 eq) is added dropwise at 0° C. to a stirred solution of (3R,6S)-[6-(2-hydroxy-ethyl)-tetrahydro-pyran-3-yl]-carbamic acid tert-butyl ester (47 mg, 0.19 mmol, 1.0 eq) in dichloromethane (3 mL). The reaction mixture is stirred 0° C. for 30 minutes then at room temperature for 1 hour. Then a saturated sodium thiosulfate aqueous solution (2 mL) is added, followed by a saturated sodium hydrogen carbonate aqueous solution (2 mL). The resulting mixture is... Conditions: temperature 0 celsius, time 30 minute. The yield is 43.3%. Solvent: C(C)(=O)OCC (ethyl acetate), CCCCCC (n-hexane), ClCCl (dichloromethane). The reactants are C(=O)C1=CC(=C(OC(C(=O)OCC)(C)C)C=C1)C (ethyl 2-(4-formyl-2-methylphenoxy)-2-methylpropanoate), C(CCC)N (n-butylamine), C(C)(=O)O[BH-](OC(C)=O)OC(C)=O.[Na+] (sodium triacetoxyborohydride). Solvent: C(Cl)Cl (CH2Cl2). Reaction conditions: time 90 minute. The product is C(CCC)NCC1=CC(=C(OC(C(=O)OCC)(C)C)C=C1)C (Ethyl 2-{4-[(butylamino)methyl]-2-methylphenoxy}-2-methylpropanoate). Yield: 69.4%. Reaction SMILES: [CH:1]([C:3]1[CH:17]=[CH:16][C:6]([O:7][C:8]([CH3:15])([CH3:14])[C:9]([O:11][CH2:12][CH3:13])=[O:10])=[C:5]([CH3:18])[CH:4]=1)=O.[CH2:19]([NH2:23])[CH2:20][CH2:21][CH3:22].C(O[BH-](OC(=O)C)OC(=O)C)(=O)C.[Na+]>C(Cl)Cl>[CH2:19]([NH:23][CH2:1][C:3]1[CH:17]=[CH:16][C:6]([O:7][C:8]([CH3:15])([CH3:14])[C:9]([O:11][CH2:12][CH3:13])=[O:10])=[C:5]([CH3:18])[CH:4]=1)[CH2:20][CH2:21][CH3:22] |f:2.3|. Procedure details: To a solution of ethyl 2-(4-formyl-2-methylphenoxy)-2-methylpropanoate (0.56 g, 2.25 mmol) in anhydrous CH2Cl2 (10 mL) was added n-butylamine (0.33 mL, 3.38 mmol). After stirring for 90 mins under nitrogen at room temperature, sodium triacetoxyborohydride (0.668 g, 3.15 mmol) was added and stirring continued for 18 h. The reaction was quenched by cautious addition of sat. sodium carbonate aq. (20 mL) and then extracted CH2Cl2 (2×40 mL). The organic solution was dried (MgSO4) and the solvents rem...